This data is from the Open Reaction Database (ORD), a public repository of structured organic reaction records. The task is: describe an organic reaction: reactants, conditions, products, and yield Starting materials: ClC12CC(N(C2CN(C1)C(=O)OCC)C)C (ethyl 5-chloro-2,3-dimethyl-2,7-diazabicyclo[3.3.01octane-7-carboxylate), Cl (hydrochloric acid), C([O-])([O-])=O.[K+].[K+] (potassium carbonate). The solvent is O (water). The product is ClC12CC(N(C2CNC1)C)C (5-Chloro-2,3-dimethyl-2,7-diazabicyclo[3.3.01octane). RXN SMILES: [Cl:1][C:2]12[CH2:9][N:8](C(OCC)=O)[CH2:7][CH:6]1[N:5]([CH3:15])[CH:4]([CH3:16])[CH2:3]2.Cl.C(=O)([O-])[O-].[K+].[K+]>O>[Cl:1][C:2]12[CH2:9][NH:8][CH2:7][CH:6]1[N:5]([CH3:15])[CH:4]([CH3:16])[CH2:3]2 |f:2.3.4|. Procedure: 7.6 g (30.8 mmol) of ethyl 5-chloro-2,3-dimethyl-2,7-diazabicyclo[3.3.01octane-7-carboxylate are heated under reflux overnight with 30 ml of concentrated hydrochloric acid. The mixture ic concentrated, the residue is taken up in 30 ml of water, and the mixture is rendered alkaline with potassium carbonate, extracted five times with 50 ml of chloroform each time, dried over potassium carbonate and concentrated, and the residue is distilled.